Dataset: the Open Reaction Database (ORD), a public repository of structured organic reaction records. Task: describe an organic reaction: reactants, conditions, products, and yield Reactants: C(C)(=O)OCCCCC(C(=O)OCC)C1=CC=CC=C1 (Ethyl 6-acetoxy-2-phenylhexanoate), Br (hydrobromic acid), [Cl-].[Na+] (sodium chloride). Run at temperature 130 celsius. Yields the product BrCCCCC(C(=O)O)C1=CC=CC=C1 (6-bromo-2-phenylhexanoic acid). Isolated yield 75.0%. RXN SMILES: C(O[CH2:5][CH2:6][CH2:7][CH2:8][CH:9]([C:15]1[CH:20]=[CH:19][CH:18]=[CH:17][CH:16]=1)[C:10]([O:12]CC)=[O:11])(=O)C.[Cl-].[Na+].[BrH:23]>>[Br:23][CH2:5][CH2:6][CH2:7][CH2:8][CH:9]([C:15]1[CH:20]=[CH:19][CH:18]=[CH:17][CH:16]=1)[C:10]([OH:12])=[O:11] |f:1.2|. Procedure: Ethyl 6-acetoxy-2-phenylhexanoate (22 g) was dissolved in 47% aqueous hydrobromic acid (100 ml), and the solution was heated at 130° C. for 4 hours. After the completion of the reaction, the solution was cooled, and aqueous sodium chloride (300 ml) was added, followed by extraction of the product with isopropyl ether. The organic layer was washed with water, dried and concentrated under reduced pressure. The residue was chromatographed on a column of silica gel, and development was effected with... Reactants: C(C)OC(C(CCCCCC(=O)OCC)C1=CC=CC=C1)=S (diethyl-2-phenylthio-1,8-octanedioate), C(C)O (ethanol), [OH-].[Na+] (sodium hydroxide). Run in O (water). Run at temperature 0 celsius, time 2 hour. Yields the product C(C)OC(C(CCCCCC(=O)O)C1=CC=CC=C1)=S (Ethyl-7-carboxy-2-phenylthioheptanoate). As a reaction SMILES: [CH2:1]([O:3][C:4](=[S:22])[CH:5]([C:16]1[CH:21]=[CH:20][CH:19]=[CH:18][CH:17]=1)[CH2:6][CH2:7][CH2:8][CH2:9][CH2:10][C:11]([O:13]CC)=[O:12])[CH3:2].C(O)C.[OH-].[Na+]>O>[CH2:1]([O:3][C:4](=[S:22])[CH:5]([C:16]1[CH:17]=[CH:18][CH:19]=[CH:20][CH:21]=1)[CH2:6][CH2:7][CH2:8][CH2:9][CH2:10][C:11]([OH:13])=[O:12])[CH3:2] |f:2.3|. Reported procedure: To a stirred, ice-cold solution of 20.4 g. of diethyl-2-phenylthio-1,8-octanedioate in 100 ml. of ethanol is added dropwise a solution of 2.41 g. of sodium hydroxide in 12 ml. of water during 5 minutes. The resulting solution is maintained at 0° C. for 3.5 days and then at ambient temperature for 2 hours. The bulk of the ethanol is removed in vacuo and the residue is partitioned with ether and water. The aqueous layer is acidified with dilute hydrochloric acid and the acidic materials are extrac... Reactants: C1(=CC=CC=C1)NC(=O)NC1=C(N=C(S1)C1=CC=C(C=C1)C)C1=CC=CC=C1 (1-phenyl-3-[4-phenyl-2-(p-tolyl)-thiazol-5-yl]urea), C1(=CC=CC=C1)NC(=O)N (phenylurea). Solvent: C(C)(=O)OCC.C(C)OCC (ethyl acetate ethyl ether). Product: C1(=CC=C(C=C1)C=1SC=2NC(C=3C=CC=CC3C2N1)=O)C (2-(p-Tolyl)thiazolo[5,4-c]isoquinolin-5-(4H)-one). Isolated yield 75.0%. As a reaction SMILES: C1(N[C:8]([NH:10][C:11]2[S:15][C:14]([C:16]3[CH:21]=[CH:20][C:19]([CH3:22])=[CH:18][CH:17]=3)=[N:13][C:12]=2[C:23]2[CH:28]=[CH:27][CH:26]=[CH:25][CH:24]=2)=[O:9])C=CC=CC=1.C1(NC(N)=O)C=CC=CC=1>C(OCC)(=O)C.C(OCC)C>[C:19]1([CH3:22])[CH:20]=[CH:21][C:16]([C:14]2[S:15][C:11]3[NH:10][C:8](=[O:9])[C:24]4[CH:25]=[CH:26][CH:27]=[CH:28][C:23]=4[C:12]=3[N:13]=2)=[CH:17][CH:18]=1 |f:2.3|. Reported procedure: To a solution of 1.33 g (5 millimole) of 5-amino-2-(p-tolyl)-4-phenylthiazole in 45 ml of benzene, 0.9 g (7.5 millimole) of the phenylisocyanate in 5 ml of anhydrous benzene is added at room temperature. The reaction mixture is refluxed for 3 hours and 0.45 g (3.75 millimole) of additional phenylisocyanate is added, refluxing is continued for an additional 3 hours, the reaction mixture is cooled and the insoluble part recovered by filtration under vaccum and washed with benzene. On crystallizati... Reactants: trans-4-chlorobenzoic acid ester, ClC1=CC=C(C(=O)N(C2C(CN(C2)CC)O)C2CCCCC2)C=C1 (4-[(4-chlorobenzoyl)(cyclohexyl)amino]-1-ethyl-3-pyrrolidinol), [OH-].[K+] (potassium hydroxide), O (water). The solvent is CO (methanol). Product: ClC1=CC=C(C(=O)N([C@H]2[C@@H](CN(C2)CC)O)C2CCCCC2)C=C1 (Trans-4-[(4-chlorobenzoyl)(cyclohexyl)amino]-1-ethyl-3-pyrrolidinol). RXN SMILES: [Cl:1][C:2]1[CH:24]=[CH:23][C:5]([C:6]([N:8]([CH:17]2[CH2:22][CH2:21][CH2:20][CH2:19][CH2:18]2)[CH:9]2[CH2:13][N:12]([CH2:14][CH3:15])[CH2:11][CH:10]2[OH:16])=[O:7])=[CH:4][CH:3]=1.[OH-].[K+].O>CO>[Cl:1][C:2]1[CH:3]=[CH:4][C:5]([C:6]([N:8]([CH:17]2[CH2:18][CH2:19][CH2:20][CH2:21][CH2:22]2)[C@@H:9]2[CH2:13][N:12]([CH2:14][CH3:15])[CH2:11][C@H:10]2[OH:16])=[O:7])=[CH:23][CH:24]=1 |f:1.2|. Procedure: A mixture of 6.9 g (0.014 mole) of trans-4-chlorobenzoic acid ester with 4-[(4-chlorobenzoyl)(cyclohexyl)amino]-1-ethyl-3-pyrrolidinol, 0.9 g (0.016 mole) of potassium hydroxide, 10 ml of water and 40 ml of methanol was heated on a steam bath for 1 hr. then concentrated to 10 ml volume under reduced pressure. The residue was partitioned between water and methylene chloride and the organic layer was dried and conentrated under reduced pressure. After recrystallization from 60% aqueous methanol, 3...